From a dataset of the Open Reaction Database (ORD), a public repository of structured organic reaction records. describe an organic reaction: reactants, conditions, products, and yield The reactants are N(=[N+]=[N-])CCOC=1C=C2C(=NNC2=CC1)S(=O)(=O)C1=CC=CC2=CC=CC=C12 (5-(2-azido-ethoxy)-3-(naphthalene-1-sulfonyl)-1H-indazole). The reagents and catalysts are [Pd] (palladium on carbon). The solvent is C(C)O (ethanol). Run at time 1.25 hour. Product: C1(=CC=CC2=CC=CC=C12)S(=O)(=O)C1=NNC2=CC=C(C=C12)OCCN (2-[3-(naphthalene-1-sulfonyl)-1H-indazol-5-yloxy]-ethylamine). Reaction SMILES: [N:1]([CH2:4][CH2:5][O:6][C:7]1[CH:8]=[C:9]2[C:13](=[CH:14][CH:15]=1)[NH:12][N:11]=[C:10]2[S:16]([C:19]1[C:28]2[C:23](=[CH:24][CH:25]=[CH:26][CH:27]=2)[CH:22]=[CH:21][CH:20]=1)(=[O:18])=[O:17])=[N+]=[N-]>C(O)C.[Pd]>[C:19]1([S:16]([C:10]2[C:9]3[C:13](=[CH:14][CH:15]=[C:7]([O:6][CH2:5][CH2:4][NH2:1])[CH:8]=3)[NH:12][N:11]=2)(=[O:17])=[O:18])[C:28]2[C:23](=[CH:24][CH:25]=[CH:26][CH:27]=2)[CH:22]=[CH:21][CH:20]=1. Procedure: To 5-(2-azido-ethoxy)-3-(naphthalene-1-sulfonyl)-1H-indazole (1.34 g, 3.41 mmol) in hot ethanol (210 mL) was added 10% palladium on carbon (0.8 g). The reaction mixture was hydrogenated on the Parr apparatus for 1.25 hours, starting pressure 49 psi. It was then filtered over Celite and concentrated. The residue was purified by flash chromatography with 0.5% ammonium hydroxide/5.0% methanol in chloroform. Drying in vacuo at 63° C. for 20 minutes gave 2-[3-(naphthalene-1-sulfonyl)-1H-indazol-5-ylo... The reactants are C([O-])([O-])=O.[K+].[K+] (potassium carbonate), C(C1=CC=CC=C1)C1=NC(=CC=C1OCOC)I (2-benzyl-3-methoxymethyloxy-6-iodopyridine), C[C@]12C(N(C[C@H]1C)OCO2)=O ((3R,4R)-3,4-dimethylmethylenedioxy-2-pyrrolidinone), N (ammonia), cuprous iodide. Solvent: C(C)(=O)OCC (ethyl acetate), CN1C(CCC1)=O (1-methyl-2-pyrrolidinone). Conditions: temperature 140 celsius, time 20 minute. The product is C(C1=CC=CC=C1)C1=NC(=CC=C1OCOC)N1C([C@]2([C@](C1)(C)OCO2)C)=O (2-Benzyl-3-methoxymethyloxy-6-[(3R,4R)-3,4-dimethylmethylenedioxy-2-pyrrolidinone-1-yl]pyridine). Isolated yield 54.5%. As a reaction SMILES: [CH2:1]([C:8]1[C:13]([O:14][CH2:15][O:16][CH3:17])=[CH:12][CH:11]=[C:10](I)[N:9]=1)[C:2]1[CH:7]=[CH:6][CH:5]=[CH:4][CH:3]=1.[CH3:19][C@@:20]12[O:28][CH2:27][O:26][N:22]([CH2:23][C@H:24]1[CH3:25])[C:21]2=[O:29].C(=O)([O-])[O-].[K+].[K+].N>CN1CCCC1=O.C(OCC)(=O)C>[CH2:1]([C:8]1[C:13]([O:14][CH2:15][O:16][CH3:17])=[CH:12][CH:11]=[C:10]([N:22]2[CH2:23][C@:24]3([O:26][CH2:27][O:28][C@@:20]3([CH3:19])[C:21]2=[O:29])[CH3:25])[N:9]=1)[C:2]1[CH:7]=[CH:6][CH:5]=[CH:4][CH:3]=1 |f:2.3.4|. Procedure: 3.6 g of 2-benzyl-3-methoxymethyloxy-6-iodopyridine (Production Example 12), 1.5 g of (3R,4R)-3,4-dimethylmethylenedioxy-2-pyrrolidinone synthesized by a method known in literature (J. Org. Chem., 1969, 34, 675), 1.1 g of cuprous iodide and 3.3 g of potassium carbonate were suspended in 20 ml of 1-methyl-2-pyrrolidinone, followed by heating stirring at 140° C. for 20 minutes in an oil bath in a nitrogen atmosphere. After cooling as it was, ethyl acetate and aqueous ammonia were added thereto, an... Reactants: O=C([O-])[O-], Cc1ccc(O)cc1, CS(C)=O, [K+], [K+], N#Cc1ccc([N+](=O)[O-])s1. The product is Cc1ccc(Oc2ccc(C#N)s2)cc1. Reaction SMILES: [C:19](=[O:20])([O-:21])[O-:22].[CH3:11][c:12]1[cH:13][cH:14][c:15]([OH:16])[cH:17][cH:18]1.[CH3:25][S:26](=[O:27])[CH3:28].[K+:23].[K+:24].[N+:1]([O-:2])(=[O:3])[c:4]1[cH:5][cH:6][c:7]([C:9]#[N:10])[s:8]1>>[c:4]1([O:16][c:15]2[cH:14][cH:13][c:12]([CH3:11])[cH:18][cH:17]2)[cH:5][cH:6][c:7]([C:9]#[N:10])[s:8]1. Starting materials: CC(C)(C)c1ccnc(-c2cnc3c(n2)c(C(=O)NC(C(=O)N2CCC(C#N)CC2)C2CC2)cn3COCC[Si](C)(C)C)c1, ClCCl, O=C(O)C(F)(F)F. The product is CC(C)(C)c1ccnc(-c2cnc3[nH]cc(C(=O)NC(C(=O)N4CCC(C#N)CC4)C4CC4)c3n2)c1. Reaction SMILES: [C:1](#[N:2])[CH:3]1[CH2:4][CH2:5][N:6]([C:9]([CH:10]([CH:11]2[CH2:12][CH2:13]2)[NH:14][C:15](=[O:16])[c:17]2[cH:18][n:19]([CH2:36][O:37][CH2:38][CH2:39][Si:40]([CH3:41])([CH3:42])[CH3:43])[c:20]3[n:21][cH:22][c:23](-[c:26]4[n:27][cH:28][cH:29][c:30]([C:32]([CH3:33])([CH3:34])[CH3:35])[cH:31]4)[n:24][c:25]23)=[O:44])[CH2:7][CH2:8]1.[Cl:52][CH2:53][Cl:54].[OH:45][C:46]([C:47]([F:48])([F:49])[F:50])=[O:51]>>[C:1](#[N:2])[CH:3]1[CH2:4][CH2:5][N:6]([C:9]([CH:10]([CH:11]2[CH2:12][CH2:13]2)[NH:14][C:15](=[O:16])[c:17]2[cH:18][nH:19][c:20]3[n:21][cH:22][c:23](-[c:26]4[n:27][cH:28][cH:29][c:30]([C:32]([CH3:33])([CH3:34])[CH3:35])[cH:31]4)[n:24][c:25]23)=[O:44])[CH2:7][CH2:8]1. Starting materials: CC1(C)OB(c2cccc(NCCO)c2)OC1(C)C, CCOC(C)=O, CC(C)(C)OC(=O)NC1(c2ccc(-n3c(-c4cccnc4N)nc4ccc(Cl)nc43)cc2)CCC1, [Na+], CN(C)C=O, [OH-]. Product: CC(C)(C)OC(=O)NC1(c2ccc(-n3c(-c4cccnc4N)nc4ccc(-c5cccc(NCCO)c5)nc43)cc2)CCC1. RXN SMILES: [CH3:36][C:37]1([CH3:38])[C:39]([CH3:40])([CH3:41])[O:42][B:43]([c:44]2[cH:45][c:46]([NH:50][CH2:51][CH2:52][OH:53])[cH:47][cH:48][cH:49]2)[O:54]1.[CH3:62][CH2:63][O:64][C:65]([CH3:66])=[O:67].[NH2:1][c:2]1[n:3][cH:4][cH:5][cH:6][c:7]1-[c:8]1[n:9][c:10]2[c:11]([n:12][c:13]([Cl:16])[cH:14][cH:15]2)[n:17]1-[c:18]1[cH:19][cH:20][c:21]([C:24]2([NH:28][C:29]([O:30][C:31]([CH3:32])([CH3:33])[CH3:34])=[O:35])[CH2:25][CH2:26][CH2:27]2)[cH:22][cH:23]1.[Na+:56].[O:57]=[CH:58][N:59]([CH3:60])[CH3:61].[OH-:55]>>[NH2:1][c:2]1[n:3][cH:4][cH:5][cH:6][c:7]1-[c:8]1[n:9][c:10]2[c:11]([n:12][c:13](-[c:44]3[cH:45][c:46]([NH:50][CH2:51][CH2:52][OH:53])[cH:47][cH:48][cH:49]3)[cH:14][cH:15]2)[n:17]1-[c:18]1[cH:19][cH:20][c:21]([C:24]2([NH:28][C:29]([O:30][C:31]([CH3:32])([CH3:33])[CH3:34])=[O:35])[CH2:25][CH2:26][CH2:27]2)[cH:22][cH:23]1. Reactants: C1(=CC=CC=C1)C=1C(=COC1)CO ((4-phenylfuran-3-yl)methanol), N-oxide. The reagents and catalysts are [Ru](=O)(=O)(=O)[O-].C(CC)[N+](CCC)(CCC)CCC (tetra-n-propyl ammonium perruthenate). Run in C(Cl)Cl (methylene chloride). Reaction conditions: temperature 0 celsius, time 3 hour. The product is C1(=CC=CC=C1)C=1C(=COC1)C=O (4-phenyl-3-formylfuran). The yield is 59.8%. As a reaction SMILES: [C:1]1([C:7]2[C:8]([CH2:12][OH:13])=[CH:9][O:10][CH:11]=2)[CH:6]=[CH:5][CH:4]=[CH:3][CH:2]=1>C(Cl)Cl.[Ru]([O-])(=O)(=O)=O.C([N+](CCC)(CCC)CCC)CC>[C:1]1([C:7]2[C:8]([CH:12]=[O:13])=[CH:9][O:10][CH:11]=2)[CH:2]=[CH:3][CH:4]=[CH:5][CH:6]=1 |f:2.3|. Procedure details: Prepare a solution of (4-phenylfuran-3-yl)methanol (2.3 g, 13.2 mmol) in methylene chloride (20 mL). Add N-methylmorpoline N-oxide (2.2 g, 18.5 mmol) and powdered 4 Å molecular sieves. Cool the mixture to 0° C. and add tetra-n-propyl ammonium perruthenate. Warm the mixture to room temperature and stir for an additional 3 hours. Filter the reaction mixture through Celite® and concentrate the filtrate. Perform flash chromatography on silica gel eluting with 10% diethyl ether/hexane to afford 1.36 ... Starting materials: CC(=O)O, CCOC(=O)C1=Cc2cc(OC)cc(Cl)c2OC1C(F)(F)F, ClCl. The product is CCOC(=O)C1=Cc2c(Cl)c(OC)cc(Cl)c2OC1C(F)(F)F. RXN SMILES: [CH3:25][C:26](=[O:27])[OH:28].[Cl:1][c:2]1[cH:3][c:4]([O:21][CH3:22])[cH:5][c:6]2[c:11]1[O:10][CH:9]([C:12]([F:13])([F:14])[F:15])[C:8]([C:16](=[O:17])[O:18][CH2:19][CH3:20])=[CH:7]2.[Cl:23][Cl:24]>>[Cl:1][c:2]1[cH:3][c:4]([O:21][CH3:22])[c:5]([Cl:23])[c:6]2[c:11]1[O:10][CH:9]([C:12]([F:13])([F:14])[F:15])[C:8]([C:16](=[O:17])[O:18][CH2:19][CH3:20])=[CH:7]2. Reactants: FC=1C=C(C=CC1O)C=1OC2=C(N1)C=CC(=C2)OC[C@H](C)NC(C)=O (N-((2S)-1-((2-(3-fluoro-4-hydroxyphenyl)-1,3-benzoxazol-6-yl)oxy)propan-2-yl)acetamide), BrCC1C(C1)(F)F (1-bromomethyl-2,2-difluorocyclopropane), C([O-])([O-])=O.[K+].[K+] (potassium carbonate). Solvent: CN(C)C=O (DMF), C(C)(=O)OCC (ethyl acetate). Conditions: temperature 70 celsius, time 30 minute. Product: FC1(C(C1)COC1=C(C=C(C=C1)C=1OC2=C(N1)C=CC(=C2)OC[C@H](C)NC(C)=O)F)F (N-((2S)-1-((2-(4-((2,2-difluorocyclopropyl)methoxy)-3-fluorophenyl)-1,3-benzoxazol-6-yl)oxy)propan-2-yl)acetamide). The yield is 76.3%. Reaction SMILES: [F:1][C:2]1[CH:3]=[C:4]([C:9]2[O:10][C:11]3[CH:17]=[C:16]([O:18][CH2:19][C@@H:20]([NH:22][C:23](=[O:25])[CH3:24])[CH3:21])[CH:15]=[CH:14][C:12]=3[N:13]=2)[CH:5]=[CH:6][C:7]=1[OH:8].Br[CH2:27][CH:28]1[CH2:30][C:29]1([F:32])[F:31].C(=O)([O-])[O-].[K+].[K+]>CN(C=O)C.C(OCC)(=O)C>[F:31][C:29]1([F:32])[CH2:30][CH:28]1[CH2:27][O:8][C:7]1[CH:6]=[CH:5][C:4]([C:9]2[O:10][C:11]3[CH:17]=[C:16]([O:18][CH2:19][C@@H:20]([NH:22][C:23](=[O:25])[CH3:24])[CH3:21])[CH:15]=[CH:14][C:12]=3[N:13]=2)=[CH:3][C:2]=1[F:1] |f:2.3.4|. Procedure details: A suspension of N-((2S)-1-((2-(3-fluoro-4-hydroxyphenyl)-1,3-benzoxazol-6-yl)oxy)propan-2-yl)acetamide (290 mg), 1-bromomethyl-2,2-difluorocyclopropane (288 mg) and potassium carbonate (175 mg) in DMF (10 mL) was stirred at 70° C. for 1 hr and 30 min. The reaction mixture was diluted with ethyl acetate, and washed with saturated brine, and the organic layer was subjected to silica gel column chromatography (NH, ethyl acetate), and the solvent was evaporated. The obtained solid was washed with di... Reactants: BrC=1N=C(NC1C(=O)O)C1=CC=C(C=C1)OC (4-Bromo-2-(4-methoxyphenyl)imidazole-5-carboxylic acid). The solvent is Cl (HCl). Yields the product BrC=1N=C(NC1)C1=CC=C(C=C1)OC (4-Bromo-2-(4-methoxyphenyl)imidazole). Yield: 78.6%. Reaction SMILES: [Br:1][C:2]1[N:3]=[C:4]([C:10]2[CH:15]=[CH:14][C:13]([O:16][CH3:17])=[CH:12][CH:11]=2)[NH:5][C:6]=1C(O)=O>Cl>[Br:1][C:2]1[N:3]=[C:4]([C:10]2[CH:11]=[CH:12][C:13]([O:16][CH3:17])=[CH:14][CH:15]=2)[NH:5][CH:6]=1. Reported procedure: A suspension of 9 (2.6 g, 0.0088 mol) in 8N HCl (100 ml) was heated at reflux for 20 hours. The solution was then cooled and filtered to yield 1.75 g (70%) of 10.